Task: describe an organic reaction: reactants, conditions, products, and yield. Dataset: the Open Reaction Database (ORD), a public repository of structured organic reaction records The reactants are olefin, solution, Cl[SiH](Cl)C[Si](Cl)(Cl)Cl ((dichlorosilylmethyl)trichlorosilane), Cl[Si](Cl)(Cl)C[Si](Cl)(Cl)Cl (bis(trichlorosilyl)methane), olefin, C(C(C)=C)Cl (methallyl chloride), olefin. The reagents and catalysts are [H+].[H+].Cl[Pt-2](Cl)(Cl)(Cl)(Cl)Cl (chloroplatinic acid). Run in O1CCCC1 (tetrahydrofuran). Conditions: temperature 110 celsius. Product: Cl[Si](C[Si](CC(CCl)C)(Cl)Cl)(Cl)Cl (1,1,1,3,3,6-Hexachloro-5-methyl-1,3-disilahexane). The yield is 60.0%. Reaction SMILES: [Cl:1][SiH:2]([CH2:4][Si:5]([Cl:8])([Cl:7])[Cl:6])[Cl:3].Cl[Si](C[Si](Cl)(Cl)Cl)(Cl)Cl.[CH2:18]([Cl:22])[C:19](=[CH2:21])[CH3:20]>O1CCCC1.[H+].[H+].Cl[Pt-2](Cl)(Cl)(Cl)(Cl)Cl>[Cl:6][Si:5]([Cl:8])([Cl:7])[CH2:4][Si:2]([Cl:3])([Cl:1])[CH2:20][CH:19]([CH3:21])[CH2:18][Cl:22] |f:4.5.6|. Reported procedure: A 2-L flask equipped with magnetic stirring, pot thermometer, addition funnel and condenser was charged with a mixture of 1455 g (2.05 mol) containing approximately 46% (dichlorosilylmethyl)trichlorosilane and 54% bis(trichlorosilyl)methane [molar ratio 1:1]. To the addition funnel were added 186 g (2.05 mol) of methallyl chloride. The reaction mixture was heated to 110° C. and 20 g of the olefin and 0.5 mL of a 5% solution of chloroplatinic acid in tetrahydrofuran were added to the reaction mix... Reactants: C(NN)(=O)OC (methyl carbazate), C1(=CC=CC=C1)CCC(=O)Cl (β-phenyl-propionyl chloride). Solvent: C(C)#N (acetonitrile). Run at time 15 hour. The product is C1(=CC=CC=C1)CCC(=O)NNC(=O)OC (Methyl 3-(β-phenylpropionyl)-carbazate). The yield is 80.7%. RXN SMILES: [C:1]([O:5][CH3:6])(=[O:4])[NH:2][NH2:3].[C:7]1([CH2:13][CH2:14][C:15](Cl)=[O:16])[CH:12]=[CH:11][CH:10]=[CH:9][CH:8]=1>C(#N)C>[C:7]1([CH2:13][CH2:14][C:15]([NH:3][NH:2][C:1]([O:5][CH3:6])=[O:4])=[O:16])[CH:12]=[CH:11][CH:10]=[CH:9][CH:8]=1. Reported procedure: To a solution of 18 g. (0.2 moles) of methyl carbazate and 100 ml. of acetonitrile 33.7 g. (0.2 moles) of β-phenyl-propionyl chloride are added dropwise. The reaction mixture is heated to boiling for 15 hours, clarified and cooled. The crystals are filtered off. Thus 36.85 g. of the desired compound are obtained, yield 80.7%, m.p.: 118° C.